Dataset: the Open Reaction Database (ORD), a public repository of structured organic reaction records. Task: describe an organic reaction: reactants, conditions, products, and yield Yield: 46.0%. Solvent: C1(=CC=CC=C1)C (toluene), C(C)(=O)OCC (ethyl acetate). Reported procedure: A solution of (R)-3-[1-(5-methoxy-3,4-methylenedioxyphenyl)methyl]butanolide (21.0 g, 0.084 mol) and 3,4,5-trimethoxybenzaldehyde (26.0 g, 0.133 mol) in toluene (350 ml) was cooled to 0° C. under an argon stream, followed by the addition of sodium hydride (60%, 9.1 g, 0.228 mol) and methanol (0.33 ml, 0.0082 mol). After stirred at 0° C. for 15 minutes and then at room temperature for 18 hours, the reaction mixture was ice cooled and then acidified with 2N-HCl. After the addition of ethyl acetate... The product is COC=1C2=C(C=C(C1)C[C@@H]1\C(\C(=O)OC1)=C/C1=CC(=C(C(=C1)OC)OC)OC)OCO2 ((R)-(E)-3-[1-(5-methoxy-3,4-methylenedioxyphenyl)methyl]-2-(3,4,5-trimethoxybenzylidene)butanolide), oil. As a reaction SMILES: [CH3:1][O:2][C:3]1[C:4]2[O:18][CH2:17][O:16][C:5]=2[CH:6]=[C:7]([CH2:9][C@H:10]2[CH2:15][O:14][C:12](=[O:13])[CH2:11]2)[CH:8]=1.[CH3:19][O:20][C:21]1[CH:22]=[C:23]([CH:26]=[C:27]([O:31][CH3:32])[C:28]=1[O:29][CH3:30])[CH:24]=O.[H-].[Na+].CO.Cl>C1(C)C=CC=CC=1.C(OCC)(=O)C>[CH3:1][O:2][C:3]1[C:4]2[O:18][CH2:17][O:16][C:5]=2[CH:6]=[C:7]([CH2:9][C@H:10]2[CH2:15][O:14][C:12](=[O:13])/[C:11]/2=[CH:24]/[C:23]2[CH:26]=[C:27]([O:31][CH3:32])[C:28]([O:29][CH3:30])=[C:21]([O:20][CH3:19])[CH:22]=2)[CH:8]=1 |f:2.3|. Reactants: COC=1C2=C(C=C(C1)C[C@@H]1CC(=O)OC1)OCO2 ((R)-3-[1-(5-methoxy-3,4-methylenedioxyphenyl)methyl]butanolide), COC=1C=C(C=O)C=C(C1OC)OC (3,4,5-trimethoxybenzaldehyde), [H-].[Na+] (sodium hydride), CO (methanol), Cl (HCl). Conditions: temperature 0 celsius, time 15 minute. Reactants: CC(=O)[O-], CC(=O)[O-], CCOC(=O)c1cc(C)n[nH]1, ClCCl, [Cu+2], OB(O)c1ccc(-c2ccccc2)cc1, c1ccncc1. Product: CCOC(=O)c1cc(C)nn1-c1ccc(-c2ccccc2)cc1. RXN SMILES: [C:36]([O-:37])(=[O:38])[CH3:39].[C:41]([O-:42])(=[O:43])[CH3:44].[CH3:16][c:17]1[n:18][nH:19][c:20]([C:22](=[O:23])[O:24][CH2:25][CH3:26])[cH:21]1.[Cl:33][CH2:34][Cl:35].[Cu+2:40].[c:1]1(-[c:10]2[cH:11][cH:12][cH:13][cH:14][cH:15]2)[cH:2][cH:3][c:4]([B:7]([OH:8])[OH:9])[cH:5][cH:6]1.[cH:27]1[cH:28][cH:29][n:30][cH:31][cH:32]1>>[c:1]1(-[c:10]2[cH:11][cH:12][cH:13][cH:14][cH:15]2)[cH:2][cH:3][c:4](-[n:19]2[n:18][c:17]([CH3:16])[cH:21][c:20]2[C:22](=[O:23])[O:24][CH2:25][CH3:26])[cH:5][cH:6]1. Starting materials: C(C)(=O)NCCC1=C(OCCOC2CN(CCC2C2=CC=C(C=C2)OCC2=CC=CC=C2)C(=O)OC(C)(C)C)C=C(C=C1)F (tert-butyl 3-{2-[2-(2-acetylaminoethyl)-5-fluorophenoxy]ethoxy}-4-(4-benzyloxyphenyl)piperidine-1-carboxylate). The reagents and catalysts are [Pd] (Pd/C). Run in C(C)(=O)OCC (ethyl acetate). The product is C(C)(=O)NCCC1=C(OCCOC2CN(CCC2C2=CC=C(C=C2)O)C(=O)OC(C)(C)C)C=C(C=C1)F (tert-Butyl 3-{2-[2-(2-acetylaminoethyl)-5-fluorophenoxy]ethoxy}-4-(4-hydroxyphenyl)piperidine-1-carboxylate), SiO2. As a reaction SMILES: [C:1]([NH:4][CH2:5][CH2:6][C:7]1[CH:43]=[CH:42][C:41]([F:44])=[CH:40][C:8]=1[O:9][CH2:10][CH2:11][O:12][CH:13]1[CH:18]([C:19]2[CH:24]=[CH:23][C:22]([O:25]CC3C=CC=CC=3)=[CH:21][CH:20]=2)[CH2:17][CH2:16][N:15]([C:33]([O:35][C:36]([CH3:39])([CH3:38])[CH3:37])=[O:34])[CH2:14]1)(=[O:3])[CH3:2]>C(OCC)(=O)C.[Pd]>[C:1]([NH:4][CH2:5][CH2:6][C:7]1[CH:43]=[CH:42][C:41]([F:44])=[CH:40][C:8]=1[O:9][CH2:10][CH2:11][O:12][CH:13]1[CH:18]([C:19]2[CH:24]=[CH:23][C:22]([OH:25])=[CH:21][CH:20]=2)[CH2:17][CH2:16][N:15]([C:33]([O:35][C:36]([CH3:37])([CH3:38])[CH3:39])=[O:34])[CH2:14]1)(=[O:3])[CH3:2]. Reported procedure: A solution of 5.8 g of tert-butyl 3-{2-[2-(2-acetylaminoethyl)-5-fluorophenoxy]ethoxy}-4-(4-benzyloxyphenyl)piperidine-1-carboxylate in 200 ml of ethyl acetate is hydrogenated at room temperature in the presence of 2.03 g of 10% Pd/C over 15 hours. The reaction mixture is clarified by filtration and the filtrate is concentrated by evaporation. The title compound is obtained as a white solid from the residue by means of flash chromatography (SiO2 60F). Rf=0.29 (EtOAc); Rt=4.30. Starting materials: Cl.NCCC(=O)OCC (ethyl β-alaninate hydrochloride), O.ON1N=NC2=C1C=CC=C2 (1-hydroxybenzotriazole monohydrate), C1(CCCCC1)C(C1=C(SC(=C1)C(C(C)C)=O)CC)NC1=CC=C(C(=O)O)C=C1 (4-({cyclohexyl[2-ethyl-5-(2-methylpropanoyl)thiophen-3-yl]methyl}amino)benzoic acid), Cl.C(C)N=C=NCCCN(C)C (1-ethyl-3-(3-dimethylaminopropyl)carbodiimide hydrochloride), Cl (Hydrochloric acid), [OH-].[Na+] (sodium hydroxide). The solvent is CN(C=O)C (N,N-dimethylformamide), C(C)N(CC)CC (triethylamine), C(C)O (ethanol), O1CCCC1 (tetrahydrofuran). Conditions: time 2.5 day. The product is C1(CCCCC1)C(C1=C(SC(=C1)C(C(C)C)=O)CC)NC1=CC=C(C=C1)C(=O)NCCC(=O)O (3-({[4-({cyclohexyl[2-ethyl-5-(2-methylpropanoyl)thiophen-3-yl]methyl}amino)phenyl]carbonyl}amino)propanoic acid). Isolated yield 70.7%. As a reaction SMILES: [CH:1]1([CH:7]([NH:20][C:21]2[CH:29]=[CH:28][C:24]([C:25](O)=[O:26])=[CH:23][CH:22]=2)[C:8]2[CH:12]=[C:11]([C:13](=[O:17])[CH:14]([CH3:16])[CH3:15])[S:10][C:9]=2[CH2:18][CH3:19])[CH2:6][CH2:5][CH2:4][CH2:3][CH2:2]1.Cl.[NH2:31][CH2:32][CH2:33][C:34]([O:36]CC)=[O:35].O.ON1C2C=CC=CC=2N=N1.Cl.C(N=C=NCCCN(C)C)C.Cl.[OH-].[Na+]>CN(C)C=O.C(O)C.O1CCCC1.C(N(CC)CC)C>[CH:1]1([CH:7]([NH:20][C:21]2[CH:22]=[CH:23][C:24]([C:25]([NH:31][CH2:32][CH2:33][C:34]([OH:36])=[O:35])=[O:26])=[CH:28][CH:29]=2)[C:8]2[CH:12]=[C:11]([C:13](=[O:17])[CH:14]([CH3:16])[CH3:15])[S:10][C:9]=2[CH2:18][CH3:19])[CH2:2][CH2:3][CH2:4][CH2:5][CH2:6]1 |f:1.2,3.4,5.6,8.9|. Procedure: To a mixture of 4-({cyclohexyl[2-ethyl-5-(2-methylpropanoyl)thiophen-3-yl]methyl}amino)benzoic acid (140 mg) synthesized above, ethyl β-alaninate hydrochloride (62.5 mg), 1-hydroxybenzotriazole monohydrate (62.3 mg) and triethylamine (57 μL) in N,N-dimethylformamide (10 mL) was added 1-ethyl-3-(3-dimethylaminopropyl)carbodiimide hydrochloride (78.0 mg), and the mixture was stirred at room temperature for 2.5 days. 1N Hydrochloric acid was added to quench the reaction, and the mixture was extract... Yields the product CN(CCO)C(=O)NCc1ccccc1Cl. RXN SMILES: [CH2:17]1[O:18][CH2:19][CH2:20][CH2:21]1.[CH3:1][NH:2][CH2:3][CH2:4][OH:5].[Cl:6][c:7]1[c:8]([CH2:9][N:10]=[C:11]=[O:12])[cH:13][cH:14][cH:15][cH:16]1>>[CH3:1][N:2]([CH2:3][CH2:4][OH:5])[C:11]([NH:10][CH2:9][c:8]1[c:7]([Cl:6])[cH:16][cH:15][cH:14][cH:13]1)=[O:12]. Reactants: C1CCOC1, CNCCO, O=C=NCc1ccccc1Cl. Reactants: Oc1ccccc1Br, CC(C)(C)[Si](C)(C)Cl, CN(C)C=O, O, c1c[nH]cn1. The product is CC(C)(C)[Si](C)(C)Oc1ccccc1Br. RXN SMILES: [Br:1][c:2]1[c:3]([OH:8])[cH:4][cH:5][cH:6][cH:7]1.[C:14]([CH3:15])([CH3:16])([CH3:17])[Si:18]([CH3:19])([CH3:20])[Cl:21].[O:23]=[CH:24][N:25]([CH3:26])[CH3:27].[OH2:22].[nH:9]1[cH:10][cH:11][n:12][cH:13]1>>[Br:1][c:2]1[c:3]([O:8][Si:18]([C:14]([CH3:15])([CH3:16])[CH3:17])([CH3:19])[CH3:20])[cH:4][cH:5][cH:6][cH:7]1.